Task: describe an organic reaction: reactants, conditions, products, and yield. Dataset: the Open Reaction Database (ORD), a public repository of structured organic reaction records Starting materials: ClC1=CC=C2C=CC(=NC2=C1)COC1=CC2=C(OCC3=C(C2O)C=CC(=C3)C3=NN=NN3)C=C1 (2-(7-Chloroquinolin-2-yl)methoxy-11-hydroxy-8-(tetrazol-5-yl)-6,11-dihydrodibenz[b,e]oxepine), SCCC(=O)O (3-mercaptopropionic acid). Product: C(=O)(O)CCSC1C2=C(OCC3=C1C=CC(=C3)C3=NN=NN3)C=CC(=C2)OCC2=NC3=CC(=CC=C3C=C2)Cl (11-(2-Carboxyethylthio)-2-(7-chloroquinolin-2-yl)methoxy-8-(tetrazol-5-yl)-6,11-dihydrodibenz[b,e]oxepine). RXN SMILES: [Cl:1][C:2]1[CH:11]=[C:10]2[C:5]([CH:6]=[CH:7][C:8]([CH2:12][O:13][C:14]3[CH:34]=[CH:33][C:17]4[O:18][CH2:19][C:20]5[CH:27]=[C:26]([C:28]6[NH:32][N:31]=[N:30][N:29]=6)[CH:25]=[CH:24][C:21]=5[CH:22](O)[C:16]=4[CH:15]=3)=[N:9]2)=[CH:4][CH:3]=1.[SH:35][CH2:36][CH2:37][C:38]([OH:40])=[O:39]>>[C:38]([CH2:37][CH2:36][S:35][CH:22]1[C:21]2[CH:24]=[CH:25][C:26]([C:28]3[NH:29][N:30]=[N:31][N:32]=3)=[CH:27][C:20]=2[CH2:19][O:18][C:17]2[CH:33]=[CH:34][C:14]([O:13][CH2:12][C:8]3[CH:7]=[CH:6][C:5]4[C:10](=[CH:11][C:2]([Cl:1])=[CH:3][CH:4]=4)[N:9]=3)=[CH:15][C:16]1=2)([OH:40])=[O:39]. Reported procedure: 2-(7-Chloroquinolin-2-yl)methoxy-11-hydroxy-8-(tetrazol-5-yl)-6,11-dihydrodibenz[b,e]oxepine and 3-mercaptopropionic acid were used and reacted in the same manner as in Example 1 to obtain the title compound. Starting materials: OCC1=C(C(=O)O)C=C(C=C1)C (2-(hydroxymethyl)-5-methylbenzoic acid). The reagents and catalysts are O=[Mn]=O (MnO2), O=[Mn]=O (MnO2). The solvent is C1CCOC1 (THF). Conditions: time 8 hour. The product is C(=O)C1=C(C(=O)O)C=C(C=C1)C (2-Formyl-5-methylbenzoic acid). Yield: 52.8%. Reaction SMILES: [OH:1][CH2:2][C:3]1[CH:11]=[CH:10][C:9]([CH3:12])=[CH:8][C:4]=1[C:5]([OH:7])=[O:6]>C1COCC1.O=[Mn]=O>[CH:2]([C:3]1[CH:11]=[CH:10][C:9]([CH3:12])=[CH:8][C:4]=1[C:5]([OH:7])=[O:6])=[O:1]. Reported procedure: To a homogeneous, colorless solution of 2-(hydroxymethyl)-5-methylbenzoic acid (0.6325 g, 3.81 mmol) in THF (35 mL) under nitrogen was added MnO2 (4.96 g, 57.1 mmol), and the reaction was stirred overnight. Additional MnO2 (˜3 g) was added, and the reaction was stirred overnight. The mixture was filtered through a pad of CELITE® and rinsed with THF. The filtrate was concentrated in vacuo to give the desired product (0.3302 g, 2.011 mmol, 52.8% yield) as an off-white solid. Reaction SMILES: [CH2:39]1[O:40][CH2:41][CH2:42][CH2:43]1.[CH3:28][O:29][c:30]1[cH:31][c:32]([N:36]=[C:37]=[O:38])[cH:33][cH:34][cH:35]1.[NH2:2][CH2:3][c:4]1[cH:5][cH:6][c:7]([NH:10][c:11]2[n:12][nH:13][c:14]3[n:15][cH:16][n:17][c:18]([NH:20][c:21]4[cH:22][c:23]([Cl:27])[cH:24][cH:25][cH:26]4)[c:19]23)[cH:8][cH:9]1.[OH2:1]>>[NH:2]([CH2:3][c:4]1[cH:5][cH:6][c:7]([NH:10][c:11]2[n:12][nH:13][c:14]3[n:15][cH:16][n:17][c:18]([NH:20][c:21]4[cH:22][c:23]([Cl:27])[cH:24][cH:25][cH:26]4)[c:19]23)[cH:8][cH:9]1)[C:37]([NH:36][c:32]1[cH:31][c:30]([O:29][CH3:28])[cH:35][cH:34][cH:33]1)=[O:38]. Reactants: C1CCOC1, COc1cccc(N=C=O)c1, NCc1ccc(Nc2n[nH]c3ncnc(Nc4cccc(Cl)c4)c23)cc1, O. Product: COc1cccc(NC(=O)NCc2ccc(Nc3n[nH]c4ncnc(Nc5cccc(Cl)c5)c34)cc2)c1.